This data is from the Open Reaction Database (ORD), a public repository of structured organic reaction records. The task is: describe an organic reaction: reactants, conditions, products, and yield Starting materials: CN(C)c1ccccc1, Cc1cc2c(=O)[nH]c(-c3cccnc3)nc2s1, O=P(Cl)(Cl)Cl, c1cncnc1. Yields the product Cc1cc2c(Cl)nc(-c3cccnc3)nc2s1. As a reaction SMILES: [CH3:29][N:30]([c:31]1[cH:32][cH:33][cH:34][cH:35][cH:36]1)[CH3:37].[O:12]=[c:13]1[c:14]2[c:15]([n:16][c:17](-[c:19]3[cH:20][n:21][cH:22][cH:23][cH:24]3)[nH:18]1)[s:25][c:26]([CH3:28])[cH:27]2.[P:7]([Cl:8])([Cl:9])([Cl:10])=[O:11].[cH:1]1[cH:2][n:3][cH:4][n:5][cH:6]1>>[Cl:9][c:13]1[c:14]2[c:15]([n:16][c:17](-[c:19]3[cH:20][n:21][cH:22][cH:23][cH:24]3)[n:18]1)[s:25][c:26]([CH3:28])[cH:27]2. The reactants are O=S(=O)(NCCc1ccccn1)c1ccc(Br)cc1, C1CCOC1, CC1(C)OB(C(=CC2CCCC2)CO)OC1(C)C, [Cs+], [F-], C1COCCO1, c1ccc([PH](c2ccccc2)(c2ccccc2)[Pd-4]([PH](c2ccccc2)(c2ccccc2)c2ccccc2)([PH](c2ccccc2)(c2ccccc2)c2ccccc2)[PH](c2ccccc2)(c2ccccc2)c2ccccc2)cc1. Product: O=S(=O)(NCCc1ccccn1)c1ccc(C(=CC2CCCC2)CO)cc1. As a reaction SMILES: [Br:1][c:2]1[cH:3][cH:4][c:5]([S:8](=[O:9])(=[O:10])[NH:11][CH2:12][CH2:13][c:14]2[n:15][cH:16][cH:17][cH:18][cH:19]2)[cH:6][cH:7]1.[CH2:40]1[O:41][CH2:42][CH2:43][CH2:44]1.[CH:20]1([CH:25]=[C:26]([CH2:27][OH:28])[B:29]2[O:30][C:31]([CH3:32])([CH3:33])[C:34]([CH3:35])([CH3:36])[O:37]2)[CH2:21][CH2:22][CH2:23][CH2:24]1.[Cs+:39].[F-:38].[O:45]1[CH2:46][CH2:47][O:48][CH2:49][CH2:50]1.[c:51]1([PH:52]([Pd-4:53]([PH:54]([c:55]2[cH:56][cH:57][cH:58][cH:59][cH:60]2)([c:61]2[cH:62][cH:63][cH:64][cH:65][cH:66]2)[c:67]2[cH:68][cH:69][cH:70][cH:71][cH:72]2)([PH:73]([c:74]2[cH:75][cH:76][cH:77][cH:78][cH:79]2)([c:80]2[cH:81][cH:82][cH:83][cH:84][cH:85]2)[c:86]2[cH:87][cH:88][cH:89][cH:90][cH:91]2)[PH:92]([c:93]2[cH:94][cH:95][cH:96][cH:97][cH:98]2)([c:99]2[cH:100][cH:101][cH:102][cH:103][cH:104]2)[c:105]2[cH:106][cH:107][cH:108][cH:109][cH:110]2)([c:111]2[cH:112][cH:113][cH:114][cH:115][cH:116]2)[c:117]2[cH:118][cH:119][cH:120][cH:121][cH:122]2)[cH:123][cH:124][cH:125][cH:126][cH:127]1>>[c:2]1([C:26](=[CH:25][CH:20]2[CH2:21][CH2:22][CH2:23][CH2:24]2)[CH2:27][OH:28])[cH:3][cH:4][c:5]([S:8](=[O:9])(=[O:10])[NH:11][CH2:12][CH2:13][c:14]2[n:15][cH:16][cH:17][cH:18][cH:19]2)[cH:6][cH:7]1. Procedure details: This invention encompasses a method and intermediates for preparing a commercial sweetening agent, α-L-aspartyl-L-phenylalanine methyl ester. The process involves reacting L-aspartic acid with diketene to form N-acetoacetyl-L-aspartic acid which is converted to N-acetoacetyl-L-aspartic anhydride by reaction with acetic anhydride. N-acetoacetyl-L-aspartic anhydride is reacted with L-phenylalanine methyl ester to provide N-acetoacetyl-α-L-aspartyl-L-phenylalanine methyl ester which is converted to... The reactants are COC([C@@H](NC([C@@H](N)CC(O)=O)=O)CC1=CC=CC=C1)=O (α-L-aspartyl-L-phenylalanine methyl ester), N[C@@H](CC(=O)O)C(=O)O (L-aspartic acid), C=C1CC(=O)O1 (diketene). Product: C(CC(=O)C)(=O)N[C@@H](CC(=O)O)C(=O)O (N-acetoacetyl-L-aspartic acid). Reaction SMILES: COC(=O)[C@H](CC1C=CC=CC=1)NC(=O)[C@H](CC(=O)O)N.[NH2:22][C@H:23]([C:28]([OH:30])=[O:29])[CH2:24][C:25]([OH:27])=[O:26].[CH2:31]=[C:32]1[O:36][C:34](=[O:35])[CH2:33]1>>[C:34]([NH:22][C@H:23]([C:28]([OH:30])=[O:29])[CH2:24][C:25]([OH:27])=[O:26])(=[O:35])[CH2:33][C:32]([CH3:31])=[O:36]. Starting materials: CC(C)(O)c1ccc2c(c1)C(=CCCBr)c1cccnc1CO2, CC(C)O, N#Cc1cc(Cl)ccc1N1CCNCC1, [I-], [K+], Cc1cccc(C)n1. Yields the product CC(C)(O)c1ccc2c(c1)C(=CCCN1CCN(c3ccc(Cl)cc3C#N)CC1)c1cccnc1CO2. As a reaction SMILES: [Br:26][CH2:27][CH2:28][CH:29]=[C:30]1[c:31]2[c:32]([cH:41][cH:42][c:43]([C:45]([CH3:46])([CH3:47])[OH:48])[cH:44]2)[O:33][CH2:34][c:35]2[c:36]1[cH:37][cH:38][cH:39][n:40]2.[CH:49]([OH:50])([CH3:51])[CH3:52].[Cl:1][c:2]1[cH:3][cH:4][c:5]([N:10]2[CH2:11][CH2:12][NH:13][CH2:14][CH2:15]2)[c:6]([C:7]#[N:8])[cH:9]1.[I-:25].[K+:24].[n:16]1[c:17]([CH3:18])[cH:19][cH:20][cH:21][c:22]1[CH3:23]>>[Cl:1][c:2]1[cH:3][cH:4][c:5]([N:10]2[CH2:11][CH2:12][N:13]([CH2:27][CH2:28][CH:29]=[C:30]3[c:31]4[c:32]([cH:41][cH:42][c:43]([C:45]([CH3:46])([CH3:47])[OH:48])[cH:44]4)[O:33][CH2:34][c:35]4[c:36]3[cH:37][cH:38][cH:39][n:40]4)[CH2:14][CH2:15]2)[c:6]([C:7]#[N:8])[cH:9]1. Reported procedure: 201 mg of (2S,5R)-6-(benzyloxy)-7-oxo-1,6-diazabicyclo[3.2.1]octane-2-carboxylic acid was dissolved in dehydrated dichloromethane (3.6 mL), and 162 mg of N-methylmorpholin was added, followed by cooling to 0° C. 198.8 mg of isobutyl chloroformate was added to the mixture, followed by stirring for 10 minutes, and subsequently 167 mg of N-hydroxysuccinimide was added, followed by further stifling for 0.5 hours. The reaction mixture was washed with water and dried over anhydrous magnesium sulfate, ... Solvent: ClCCl (dichloromethane). As a reaction SMILES: [CH2:1]([O:8][N:9]1[C:15](=[O:16])[N:14]2[CH2:17][C@H:10]1[CH2:11][CH2:12][C@H:13]2[C:18]([OH:20])=[O:19])[C:2]1[CH:7]=[CH:6][CH:5]=[CH:4][CH:3]=1.CN1CCOCC1.ClC(OCC(C)C)=O.O[N:37]1[C:41](=[O:42])[CH2:40][CH2:39][C:38]1=[O:43]>ClCCl>[CH2:1]([O:8][N:9]1[C:15](=[O:16])[N:14]2[CH2:17][C@H:10]1[CH2:11][CH2:12][C@H:13]2[C:18]([O:20][N:37]1[C:41](=[O:42])[CH2:40][CH2:39][C:38]1=[O:43])=[O:19])[C:2]1[CH:7]=[CH:6][CH:5]=[CH:4][CH:3]=1. The yield is 59.3%. Product: C(C1=CC=CC=C1)ON1[C@@H]2CC[C@H](N(C1=O)C2)C(=O)ON2C(CCC2=O)=O ((2S,5R)-2,5-Dioxopyrrolidin-1-yl 6-(benzyloxy)-7-oxo-1,6-diazabicyclo[3.2.1]octane-2-carboxylate). Conditions: temperature 0 celsius, time 10 minute. Starting materials: ON1C(CCC1=O)=O (N-hydroxysuccinimide), C(C1=CC=CC=C1)ON1[C@@H]2CC[C@H](N(C1=O)C2)C(=O)O ((2S,5R)-6-(benzyloxy)-7-oxo-1,6-diazabicyclo[3.2.1]octane-2-carboxylic acid), ClC(=O)OCC(C)C (isobutyl chloroformate), CN1CCOCC1 (N-methylmorpholin). The reactants are ClC1=C(C=C(C(=O)OC)C=C1)NC(C(=O)NCC(OC)OC)=O (methyl 4-chloro-3-{[[(2,2-dimethoxyethyl)amino](oxo)acetyl]amino}benzoate), FC(C(=O)O)(F)F (trifluoroacetic acid). Run in C(C)(=O)O (acetic acid). Run at temperature 120 celsius, time 3 hour. The product is ClC1=C(C=C(C(=O)OC)C=C1)N1C(C(NC=C1)=O)=O (methyl 4-chloro-3-(2,3-dioxo-3,4-dihydropyrazin-1(2H)-yl)benzoate). Yield: 115.6%. Reaction SMILES: [Cl:1][C:2]1[CH:11]=[CH:10][C:5]([C:6]([O:8][CH3:9])=[O:7])=[CH:4][C:3]=1[NH:12][C:13](=[O:23])[C:14]([NH:16][CH2:17][CH:18](OC)OC)=[O:15].FC(F)(F)C(O)=O>C(O)(=O)C>[Cl:1][C:2]1[CH:11]=[CH:10][C:5]([C:6]([O:8][CH3:9])=[O:7])=[CH:4][C:3]=1[N:12]1[CH:18]=[CH:17][NH:16][C:14](=[O:15])[C:13]1=[O:23]. Procedure details: A suspension of methyl 4-chloro-3-{[[(2,2-dimethoxyethyl)amino](oxo)acetyl]amino}benzoate (Example 330c, 8.5 g) in acetic acid (26 mL) was treated with trifluoroacetic acid (8.5 mL) under nitrogen. The resulting mixture was stirred at 120° C. for 3 h. The mixture was quenched with water (20 mL) and the resulting solid filtered off to give the subtitle compound (8.00 g).